From a dataset of the Open Reaction Database (ORD), a public repository of structured organic reaction records. describe an organic reaction: reactants, conditions, products, and yield Starting materials: COc1ccc(F)c(Cl)c1C(C)c1c[nH]c2ncc(Br)cc12, CCOC(=O)C1CCC(n2cc(B3OC(C)(C)C(C)(C)O3)c(C)n2)CC1, [F-], [K+], C1COCCO1, O, c1ccc(P(c2ccccc2)(c2ccccc2)[Pd](P(c2ccccc2)(c2ccccc2)c2ccccc2)(P(c2ccccc2)(c2ccccc2)c2ccccc2)P(c2ccccc2)(c2ccccc2)c2ccccc2)cc1. Product: CCOC(=O)C1CCC(n2cc(-c3cnc4[nH]cc(C(C)c5c(OC)ccc(F)c5Cl)c4c3)c(C)n2)CC1. Reaction SMILES: [Br:1][c:2]1[cH:3][c:4]2[c:5]([n:6][cH:7]1)[nH:8][cH:9][c:10]2[CH:11]([CH3:12])[c:13]1[c:14]([Cl:22])[c:15]([F:21])[cH:16][cH:17][c:18]1[O:19][CH3:20].[CH3:23][c:24]1[n:25][n:26]([CH:38]2[CH2:39][CH2:40][CH:41]([C:44](=[O:45])[O:46][CH2:47][CH3:48])[CH2:42][CH2:43]2)[cH:27][c:28]1[B:29]1[O:30][C:31]([CH3:32])([CH3:33])[C:34]([CH3:35])([CH3:36])[O:37]1.[F-:49].[K+:50].[O:129]1[CH2:130][CH2:131][O:132][CH2:133][CH2:134]1.[OH2:51].[cH:52]1[cH:53][cH:54][c:55]([P:56]([Pd:57]([P:58]([c:59]2[cH:60][cH:61][cH:62][cH:63][cH:64]2)([c:65]2[cH:66][cH:67][cH:68][cH:69][cH:70]2)[c:71]2[cH:72][cH:73][cH:74][cH:75][cH:76]2)([P:77]([c:78]2[cH:79][cH:80][cH:81][cH:82][cH:83]2)([c:84]2[cH:85][cH:86][cH:87][cH:88][cH:89]2)[c:90]2[cH:91][cH:92][cH:93][cH:94][cH:95]2)[P:96]([c:97]2[cH:98][cH:99][cH:100][cH:101][cH:102]2)([c:103]2[cH:104][cH:105][cH:106][cH:107][cH:108]2)[c:109]2[cH:110][cH:111][cH:112][cH:113][cH:114]2)([c:115]2[cH:116][cH:117][cH:118][cH:119][cH:120]2)[c:121]2[cH:122][cH:123][cH:124][cH:125][cH:126]2)[cH:127][cH:128]1>>[c:2]1(-[c:28]2[c:24]([CH3:23])[n:25][n:26]([CH:38]3[CH2:39][CH2:40][CH:41]([C:44](=[O:45])[O:46][CH2:47][CH3:48])[CH2:42][CH2:43]3)[cH:27]2)[cH:3][c:4]2[c:5]([n:6][cH:7]1)[nH:8][cH:9][c:10]2[CH:11]([CH3:12])[c:13]1[c:14]([Cl:22])[c:15]([F:21])[cH:16][cH:17][c:18]1[O:19][CH3:20]. The reactants are O=C([O-])O, CN(C)C(=O)c1nc(I)cnc1N, CC#N, Cc1ccccc1, COc1ccc(F)cc1-c1cn(COCC[Si](C)(C)C)c2ncc(B(O)O)c(Cl)c12, [Na+]. Yields the product COc1ccc(F)cc1-c1cn(COCC[Si](C)(C)C)c2ncc(-c3cnc(N)c(C(=O)N(C)C)n3)c(Cl)c12. As a reaction SMILES: [C:44](=[O:45])([OH:46])[O-:47].[CH3:31][N:32]([C:33](=[O:34])[c:35]1[n:36][c:37]([I:42])[cH:38][n:39][c:40]1[NH2:41])[CH3:43].[CH3:49][C:50]#[N:51].[CH3:52][c:53]1[cH:54][cH:55][cH:56][cH:57][cH:58]1.[Cl:1][c:2]1[c:3]2[c:4]([n:5][cH:6][c:7]1[B:8]([OH:9])[OH:10])[n:11]([CH2:23][O:24][CH2:25][CH2:26][Si:27]([CH3:28])([CH3:29])[CH3:30])[cH:12][c:13]2-[c:14]1[c:15]([O:21][CH3:22])[cH:16][cH:17][c:18]([F:20])[cH:19]1.[Na+:48]>>[Cl:1][c:2]1[c:3]2[c:4]([n:5][cH:6][c:7]1-[c:37]1[n:36][c:35]([C:33]([N:32]([CH3:31])[CH3:43])=[O:34])[c:40]([NH2:41])[n:39][cH:38]1)[n:11]([CH2:23][O:24][CH2:25][CH2:26][Si:27]([CH3:28])([CH3:29])[CH3:30])[cH:12][c:13]2-[c:14]1[c:15]([O:21][CH3:22])[cH:16][cH:17][c:18]([F:20])[cH:19]1. Reactants: C(#C)N1C2=C(C=3C=C(C=CC13)C)CN(CC2)C (5-ethynyl-2,8-dimethyl-2,3,4,5-tetrahydro-1H-pyrido[4,3-b]indole), BrC1=CSC=C1 (3-bromothiophene), CCCC[N+](CCCC)(CCCC)CCCC.[F-] (TBAF). The reagents and catalysts are Cl[Pd]([P](C1=CC=CC=C1)(C2=CC=CC=C2)C3=CC=CC=C3)([P](C4=CC=CC=C4)(C5=CC=CC=C5)C6=CC=CC=C6)Cl (dichlorobis(triphenylphosphine)palladium). Run in O (water). Yields the product CN1CC2=C(N(C=3C=CC(=CC23)C)C#CC2=CSC=C2)CC1 (2,8-dimethyl-5-thiophen-3-ylethynyl-2,3,4,5-tetrahydro-1H-pyrido[4,3-b]indole). Yield: 6.5%. Reaction SMILES: [C:1]([N:3]1[C:11]2[CH:10]=[CH:9][C:8]([CH3:12])=[CH:7][C:6]=2[C:5]2[CH2:13][N:14]([CH3:17])[CH2:15][CH2:16][C:4]1=2)#[CH:2].Br[C:19]1[CH:23]=[CH:22][S:21][CH:20]=1.CCCC[N+](CCCC)(CCCC)CCCC.[F-]>O.Cl[Pd](Cl)([P](C1C=CC=CC=1)(C1C=CC=CC=1)C1C=CC=CC=1)[P](C1C=CC=CC=1)(C1C=CC=CC=1)C1C=CC=CC=1>[CH3:17][N:14]1[CH2:15][CH2:16][C:4]2[N:3]([C:1]#[C:2][C:19]3[CH:23]=[CH:22][S:21][CH:20]=3)[C:11]3[CH:10]=[CH:9][C:8]([CH3:12])=[CH:7][C:6]=3[C:5]=2[CH2:13]1 |f:2.3,^1:45,64|. Reported procedure: A mixture of 5-ethynyl-2,8-dimethyl-2,3,4,5-tetrahydro-1H-pyrido[4,3-b]indole (165 mg, 0.736 mmol), 3-bromothiophene (100 mg, 0.613 mmol), TBAF.3H2O (580 mg, 1.84 mmol), and dichlorobis(triphenylphosphine)palladium (II) (13 mg, 0.018 mmol) were heated by microwave at 80° C. for 5 min. The reaction was monitored by TLC and LCMS. The reaction mixture was diluted with water (30 mL) and extracted with EtOAc (3×50 mL). The combined organic layers were washed with water (2×50 mL), dried over anhydrous... Starting materials: O=C1CCC(=O)N1Br, ClC(Cl)(Cl)Cl, CCOC(=O)c1cccc(-c2ccc(CBr)cc2)c1, CCOC(=O)c1ccccc1-c1ccccc1C, CC(C)(C#N)N=NC(C)(C)C#N. The product is CCOC(=O)c1ccccc1-c1ccccc1CBr. As a reaction SMILES: [Br:38][N:39]1[C:40](=[O:41])[CH2:42][CH2:43][C:44]1=[O:45].[C:58]([Cl:59])([Cl:60])([Cl:61])[Cl:62].[CH2:1]([O:2][C:3]([c:4]1[cH:5][c:6](-[c:7]2[cH:8][cH:9][c:10]([CH2:11][Br:19])[cH:12][cH:13]2)[cH:14][cH:15][cH:16]1)=[O:17])[CH3:18].[CH2:20]([CH3:21])[O:22][C:23](=[O:24])[c:25]1[c:26](-[c:31]2[c:32]([CH3:37])[cH:33][cH:34][cH:35][cH:36]2)[cH:27][cH:28][cH:29][cH:30]1.[N:46]([C:47]([CH3:48])([CH3:49])[C:50]#[N:51])=[N:52][C:53]([CH3:54])([CH3:55])[C:56]#[N:57]>>[Br:19][CH2:37][c:32]1[c:31](-[c:26]2[c:25]([C:23]([O:22][CH2:20][CH3:21])=[O:24])[cH:30][cH:29][cH:28][cH:27]2)[cH:36][cH:35][cH:34][cH:33]1. Reactants: COC=1C=C(C=CC1)CCC1=C(C=CC=C1)O (2-[2-(3-methoxyphenyl)ethyl]phenol), C(C)(C)(C)OC(=O)N1CC(OCC1)COS(=O)(=O)C1=CC=C(C=C1)C (4-t-butoxycarbonyl-2-(p-toluenesulfonyloxymethyl)morpholine), CC(C)([O-])C.[K+] (potassium t-butoxide). Run in CC(=O)N(C)C (dimethylacetamide). Yields the product C(C)(C)(C)OC(=O)N1CC(OCC1)COC1=C(C=CC=C1)CCC1=CC(=CC=C1)OC (4-t-Butoxycarbonyl-2-{2-[2-(3-methoxyphenyl)ethyl]phenoxymethyl}morpholine). The yield is 99.9%. RXN SMILES: [CH3:1][O:2][C:3]1[CH:4]=[C:5]([CH2:9][CH2:10][C:11]2[CH:16]=[CH:15][CH:14]=[CH:13][C:12]=2[OH:17])[CH:6]=[CH:7][CH:8]=1.[C:18]([O:22][C:23]([N:25]1[CH2:30][CH2:29][O:28][CH:27]([CH2:31]OS(C2C=CC(C)=CC=2)(=O)=O)[CH2:26]1)=[O:24])([CH3:21])([CH3:20])[CH3:19].CC(C)([O-])C.[K+]>CC(N(C)C)=O>[C:18]([O:22][C:23]([N:25]1[CH2:30][CH2:29][O:28][CH:27]([CH2:31][O:17][C:12]2[CH:13]=[CH:14][CH:15]=[CH:16][C:11]=2[CH2:10][CH2:9][C:5]2[CH:6]=[CH:7][CH:8]=[C:3]([O:2][CH3:1])[CH:4]=2)[CH2:26]1)=[O:24])([CH3:21])([CH3:19])[CH3:20] |f:2.3|. Procedure details: Following a procedure similar to that described in Example 40, 1.00 g of 2-[2-(3-methoxyphenyl)ethyl]phenol (prepared as described in Preparation 20), 1.63 g of 4-t-butoxycarbonyl-2-(p-toluenesulfonyloxymethyl)morpholine and 0.490 g of potassium t-butoxide were reacted in 20 ml of dimethylacetamide. The mixture was then worked up as described in Example 40, and the crude product thus obtained was purified by column chromatography through silica gel, using a 4:1 by volume mixture of hexane and et... Reactants: O (water), IC=1C=C(OC2=C(C=CC=C2)C(C(=O)NC)=NOC)C=CC1 (2-[2-(3-Iodophenoxy)-phenyl]-2-methoxyimino-N-methylacetamide), O (water), ClC1=CC=C(C=C1)B(O)O (4-chlorophenylboronic acid), C([O-])([O-])=O.[Na+].[Na+] (sodium carbonate). The reagents and catalysts are C=1C=CC(=CC1)[P](C=2C=CC=CC2)(C=3C=CC=CC3)[Pd]([P](C=4C=CC=CC4)(C=5C=CC=CC5)C=6C=CC=CC6)([P](C=7C=CC=CC7)(C=8C=CC=CC8)C=9C=CC=CC9)[P](C=1C=CC=CC1)(C=1C=CC=CC1)C=1C=CC=CC1 (tetrakis(triphenylphosphine)palladium(0)). Solvent: C(OC)COC (dimethoxyethane). The product is ClC1=CC=C(C=C1)C1=CC(=CC=C1)OC1=C(C=CC=C1)C(C(=O)NC)=NOC (2-[2-(4′-Chlorobiphenyl-3-yloxy)phenyl]-2-methoxyimino-N-methylacetamide). Isolated yield 75.9%. Reaction SMILES: I[C:2]1[CH:3]=[C:4]([CH:20]=[CH:21][CH:22]=1)[O:5][C:6]1[CH:11]=[CH:10][CH:9]=[CH:8][C:7]=1[C:12](=[N:17][O:18][CH3:19])[C:13]([NH:15][CH3:16])=[O:14].[Cl:23][C:24]1[CH:29]=[CH:28][C:27](B(O)O)=[CH:26][CH:25]=1.C(=O)([O-])[O-].[Na+].[Na+].O>C(COC)OC.C1C=CC([P]([Pd]([P](C2C=CC=CC=2)(C2C=CC=CC=2)C2C=CC=CC=2)([P](C2C=CC=CC=2)(C2C=CC=CC=2)C2C=CC=CC=2)[P](C2C=CC=CC=2)(C2C=CC=CC=2)C2C=CC=CC=2)(C2C=CC=CC=2)C2C=CC=CC=2)=CC=1>[Cl:23][C:24]1[CH:29]=[CH:28][C:27]([C:2]2[CH:22]=[CH:21][CH:20]=[C:4]([O:5][C:6]3[CH:11]=[CH:10][CH:9]=[CH:8][C:7]=3[C:12](=[N:17][O:18][CH3:19])[C:13]([NH:15][CH3:16])=[O:14])[CH:3]=2)=[CH:26][CH:25]=1 |f:2.3.4,^1:49,51,70,89|. Procedure: A solution of 13 g of the product from Example 7 in 105 ml of dimethoxyethane was admixed with 9.9 g of 4-chlorophenylboronic acid, 6.7 g of sodium carbonate, 34 ml of water and 200 mg of tetrakis(triphenylphosphine)palladium(0) and refluxed for 3 hours. The mixture was then poured into water and extracted with ethyl acetate, and the extract was washed with 1N aqueous sodium hydroxide solution and then with water and dried. Distillative removal of the solvent and silica gel chromatography (MtBE:...